The task is: describe an organic reaction: reactants, conditions, products, and yield. This data is from the Open Reaction Database (ORD), a public repository of structured organic reaction records. RXN SMILES: [Br:1][C:2]1[CH:7]=[CH:6][C:5](/[CH:8]=[C:9](\Cl)/[C:10]2[CH:15]=[CH:14][C:13]([CH2:16][CH2:17][CH2:18][CH2:19][CH2:20][CH3:21])=[CH:12][CH:11]=2)=[CH:4][CH:3]=1.[OH-].[K+]>O1CCOCC1.CO.O>[Br:1][C:2]1[CH:3]=[CH:4][C:5]([C:8]#[C:9][C:10]2[CH:11]=[CH:12][C:13]([CH2:16][CH2:17][CH2:18][CH2:19][CH2:20][CH3:21])=[CH:14][CH:15]=2)=[CH:6][CH:7]=1 |f:1.2|. Product: BrC1=CC=C(C=C1)C#CC1=CC=C(C=C1)CCCCCC (1-bromo-4-[(4-hexylphenyl) ethynyl] benzene). Isolated yield 91.5%. Reactants: BrC1=CC=C(C=C1)\C=C(\C1=CC=C(C=C1)CCCCCC)/Cl (1-bromo4-[(Z)-2-chloro-2-(4-hexylphenyl) vinyl] benzene), [OH-].[K+] (KOH). The solvent is O1CCOCC1 (1,4-dioxane), CO (MeOH), O (water). Procedure: To a 2 L flask containing a solution of 1-bromo4-[(Z)-2-chloro-2-(4-hexylphenyl) vinyl] benzene (VIb) (209.79 g; 555.37 mmol) in 1,4-dioxane (1000 mL; 4.8 vols) and MeOH (300 mL; 1.4 vols), KOH (62.32 g; 1110.73 mnmol) was added in one portion. Reaction mixture was stirred at 80° C. overnight. Volume was reduced under vacuum to 200 mL and the residue was taken up in water (2000 mL). The resulting suspension was filtered and washed with water to give a clear beige solid. Drying under vacuum at 33... Reaction conditions: temperature 80 celsius, time 8 hour. The reactants are ON=C(C1=CC=CC=C1)C#N (α-hydroxyiminobenzyl cyanide), C1(=CC=C(C=C1)S(=O)(=O)Cl)C (p-toluenesulfonyl chloride). Product: S(=O)(=O)(C1=CC=C(C)C=C1)ON=C(C1=CC=CC=C1)C#N (α-Tosyloxyiminobenzyl cyanide). Reaction SMILES: [OH:1][N:2]=[C:3]([C:10]#[N:11])[C:4]1[CH:9]=[CH:8][CH:7]=[CH:6][CH:5]=1.[C:12]1([CH3:22])[CH:17]=[CH:16][C:15]([S:18](Cl)(=[O:20])=[O:19])=[CH:14][CH:13]=1>>[S:18]([O:1][N:2]=[C:3]([C:10]#[N:11])[C:4]1[CH:9]=[CH:8][CH:7]=[CH:6][CH:5]=1)([C:15]1[CH:16]=[CH:17][C:12]([CH3:22])=[CH:13][CH:14]=1)(=[O:20])=[O:19]. Procedure details: α-Tosyloxyiminobenzyl cyanide is prepared from α-hydroxyiminobenzyl cyanide and p-toluenesulfonyl chloride in accordance with a procedure analogous to that of Example 1d. Melting point: 179°-181° C. The reactants are C1CCNCC1, CCO, CSC(=C[N+](=O)[O-])SC. The product is CSC(=C[N+](=O)[O-])N1CCCCC1. As a reaction SMILES: [CH2:10]1[CH2:11][CH2:12][NH:13][CH2:14][CH2:15]1.[CH3:16][CH2:17][OH:18].[CH3:1][S:2][C:3](=[CH:4][N+:5](=[O:6])[O-:7])[S:8][CH3:9]>>[CH3:1][S:2][C:3](=[CH:4][N+:5](=[O:6])[O-:7])[N:13]1[CH2:12][CH2:11][CH2:10][CH2:15][CH2:14]1. Starting materials: ClCCl, CC(=O)OC(C)=O, O=c1nnc2c(O)c(=O)n(-c3ccccc3)c3cc(Cl)ccc3n1-2, c1ccncc1. Product: CC(=O)Oc1c2nnc(=O)n-2c2ccc(Cl)cc2n(-c2ccccc2)c1=O. RXN SMILES: [CH2:38]([Cl:39])[Cl:40].[CH3:25][C:26](=[O:27])[O:28][C:29](=[O:30])[CH3:31].[OH:1][c:2]1[c:3]2[n:23][n:22][c:21](=[O:24])[n:4]-2[c:5]2[c:6]([n:7](-[c:10]3[cH:11][cH:12][cH:13][cH:14][cH:15]3)[c:8]1=[O:9])[cH:16][c:17]([Cl:20])[cH:18][cH:19]2.[cH:32]1[cH:33][cH:34][n:35][cH:36][cH:37]1>>[O:1]([c:2]1[c:3]2[n:23][n:22][c:21](=[O:24])[n:4]-2[c:5]2[c:6]([n:7](-[c:10]3[cH:11][cH:12][cH:13][cH:14][cH:15]3)[c:8]1=[O:9])[cH:16][c:17]([Cl:20])[cH:18][cH:19]2)[C:26]([CH3:25])=[O:27].